This data is from the Open Reaction Database (ORD), a public repository of structured organic reaction records. The task is: describe an organic reaction: reactants, conditions, products, and yield Starting materials: [Na][Na] (disodium), O.O.O.OCCN(CCO)CP(O)(O)=O ([bis(2hydroxyethyl)amino]methylphosphonic acid trihydrate), solution, [OH-].[K+] (potassium hydroxide), [OH-].[Na+] (sodium hydroxide). Run in O (water). Product: P(=O)(O)(O)CNCC(=O)O (N-phosphonomethylglycine), NCP(O)(O)=O (aminomethylphosphonic acid). Yield: 18.7%. As a reaction SMILES: [Na][Na].[OH2:3].O.O.OCC[N:9]([CH2:13][P:14](=[O:17])([OH:16])[OH:15])[CH2:10][CH2:11][OH:12].[OH-].[K+].[OH-].[Na+]>O>[P:14]([CH2:13][NH:9][CH2:10][C:11]([OH:3])=[O:12])([OH:15])([OH:16])=[O:17].[NH2:9][CH2:13][P:14](=[O:15])([OH:17])[OH:16] |f:1.2.3.4,5.6,7.8|. Reported procedure: The procedure of Example 5 was followed in heating the disodium salt of [bis(2hydroxyethyl)amino]methylphosphonic acid trihydrate (2.0 g, 0.007 mol) in a 20% solution of potassium hydroxide (1.5 g, 0.02 mol) and sodium hydroxide (1.1 g, 0.03 mol) in water (10.0 g) at 250° C. for 60 minutes. Product isolation gave N-phosphonomethylglycine (0.57 g, 50.4%) and aminomethylphosphonic acid (0.14 g, 18.7%). Reactants: C(C#C)N (propargylamine), CS(=O)C(=C[N+](=O)[O-])SC (1-methylsulfinyl-1-methylthio-2-nitroethylene). Solvent: CO (methanol). The product is CSC(=C[N+](=O)[O-])NCC#C (1-Methylthio-1-(2-propynylamino)-2-nitroethylene). As a reaction SMILES: [CH2:1]([NH2:4])[C:2]#[CH:3].[CH3:5][S:6]([C:8](SC)=[CH:9][N+:10]([O-:12])=[O:11])=O>CO>[CH3:5][S:6][C:8]([NH:4][CH2:1][C:2]#[CH:3])=[CH:9][N+:10]([O-:12])=[O:11]. Reported procedure: A solution of propargylamine (1.10 g, 0.02 mole) in 22 ml of methanol was added dropwise to a stirred suspension of 1-methylsulfinyl-1-methylthio-2-nitroethylene [prepared according to the procedure described in Belgian Patent 841,353], at 25°. After 1 hour at ambient temperature the solution was evaporated under reduced pressure, triturated under 20 ml of cold isopropanol, and filtered to give the product. Recrystallization from isopropanol gave the title product, mp 131°-132°. Reactants: tert.-butylate, CC1([C@@H]2CC(C[C@H]12)=O)C ((1S,5R)-6,6-dimethyl-bicyclo[3.1.0]hexan-3-one), C(CC)(=O)OCC (ethyl propionate). The solvent is C(CC(O)(C(=O)O)CC(=O)O)(=O)O (citric acid), C1CCOC1 (THF). Run at time 1 hour. Product: CC1(C2CC(C(C12)C(CC)=O)=O)C (rac-(1S,5R)-6,6-dimethyl-2-propionyl-bicyclo[3.1.0]hexan-3-one). Isolated yield 81.0%. As a reaction SMILES: [CH3:1][C:2]1([CH3:9])[C@@H:7]2[C@H:3]1[CH2:4][C:5](=[O:8])[CH2:6]2.[C:10](OCC)(=[O:13])[CH2:11][CH3:12]>C1COCC1.C(O)(=O)CC(CC(O)=O)(C(O)=O)O>[CH3:1][C:2]1([CH3:9])[CH:7]2[CH:3]1[CH2:4][C:5](=[O:8])[CH:6]2[C:10](=[O:13])[CH2:11][CH3:12]. Procedure: A solution of (1S,5R)-6,6-dimethyl-bicyclo[3.1.0]hexan-3-one (2.0 g, 16.1 mmol, step f above) in THF (20 mL) is treated with K. tert.-butylate (1.99 g, 17.7 mmol). The dark brown solution is stirred at rt for 30 min before ethyl propionate (18.5 mL, 161 mmol) is added. Stirring is continued at rt for 1 h. The mixture is diluted with 10% aq. citric acid and extracted with diethyl ether. The organic extract is washed with brine, dried over NaSO4 and the solvent is evaporated to leave rac-(1S,5R)-6... Yield: 50.7%. The solvent is ClCCl (dichloromethane). As a reaction SMILES: [C:1](N1C=CN=C1)(N1C=CN=C1)=O.[S:13]1[C:17]2[CH:18]=[CH:19][C:20]([CH:22]([N:33]3[C@H:38]([CH2:39][CH:40]([CH3:42])[CH3:41])[C:37](=[O:43])[NH:36][C@H:35]([CH:44]4[CH2:52][C:51]5[C:46](=[CH:47][CH:48]=[CH:49][CH:50]=5)[CH2:45]4)[C:34]3=[O:53])[C:23]([NH:25][C:26]3C=CC=CC=3O)=[O:24])=[CH:21][C:16]=2[CH:15]=[CH:14]1.CNC.O1CCCC1>ClCCl>[S:13]1[C:17]2[CH:18]=[CH:19][C:20]([C@@H:22]([N:33]3[C@H:38]([CH2:39][CH:40]([CH3:41])[CH3:42])[C:37](=[O:43])[NH:36][C@H:35]([CH:44]4[CH2:52][C:51]5[C:46](=[CH:47][CH:48]=[CH:49][CH:50]=5)[CH2:45]4)[C:34]3=[O:53])[C:23]([N:25]([CH3:26])[CH3:1])=[O:24])=[CH:21][C:16]=2[CH:15]=[CH:14]1. Product: S1C=CC2=C1C=CC(=C2)[C@H](C(=O)N(C)C)N2C([C@H](NC([C@H]2CC(C)C)=O)C2CC1=CC=CC=C1C2)=O ((2R)-2-(benzothien-5-yl)-2-[(3R,6R)-3-(2,3-dihydro-1H-inden-2-yl)-6-isobutyl-2,5-dioxopiperazin-1-yl]-N,N-dimethylethanamide). Reaction conditions: time 15 minute. Reactants: C(=O)(N1C=NC=C1)N1C=NC=C1 (Carbonyldiimidazole), S1C=CC2=C1C=CC(=C2)C(C(=O)NC2=C(C=CC=C2)O)N2C([C@H](NC([C@H]2CC(C)C)=O)C2CC1=CC=CC=C1C2)=O (2-(1-benzothien-5-yl)-2-[(3R,6R)-3-(2,3-dihydro-1H-inden-2-yl)-6-isobutyl-2,5-dioxopiperazin-1-yl]-N-(2-hydroxyphenyl)ethanamide), solution, CNC (dimethylamine), O1CCCC1 (tetrahydrofuran). Procedure details: Carbonyldiimidazole (100 mg) was suspended in anhydrous dichloromethane (1 mL) and the suspension was left at room temperature for 15 minutes. 2RS)-2-(1-benzothien-5-yl)-2-[(3R,6R)-3-(2,3-dihydro-1H-inden-2-yl)-6-isobutyl-2,5-dioxopiperazin-1-yl]-N-(2-hydroxyphenyl)ethanamide (200 mg) was then added and the mixture was stirred at room temperature for 5 hours 20 minutes. The resulting brown solution was then treated with a 2.0M solution of dimethylamine in tetrahydrofuran (1.0 mL, 6 equiv.) and t... Reactants: CO, CCOC(=O)C(=NOC(C)C)c1csc(N)n1, [Na+], C1CCOC1, [OH-]. Product: CC(C)ON=C(C(=O)O)c1csc(N)n1. RXN SMILES: [CH3:20][OH:21].[NH2:1][c:2]1[s:3][cH:4][c:5]([C:7]([C:8](=[O:9])[O:10][CH2:11][CH3:12])=[N:13][O:14][CH:15]([CH3:16])[CH3:17])[n:6]1.[Na+:19].[O:22]1[CH2:23][CH2:24][CH2:25][CH2:26]1.[OH-:18]>>[NH2:1][c:2]1[s:3][cH:4][c:5]([C:7]([C:8](=[O:9])[OH:10])=[N:13][O:14][CH:15]([CH3:16])[CH3:17])[n:6]1. Starting materials: BrC=1C=C(C=CC1)OC (3-bromoanisole), [Mg] (Magnesium), COB(OC)OC (trimethylborate), C1(=CC=CC=C1)OC (anisole), II (iodine), C1(=CC=CC=C1)OC (anisole), [Mg] (magnesium), C1(=CC=CC=C1)OC (anisole). The solvent is C(C)OCC (diethylether), C1CCOC1 (THF), C1CCOC1 (THF). Reaction conditions: temperature 65 celsius, time 1 hour. Product: COC=1C=C(C=CC1)B(O)O (3-Methoxyphenylboronic Acid). Isolated yield 84.8%. As a reaction SMILES: [Mg].Br[C:3]1[CH:4]=[C:5]([O:9][CH3:10])[CH:6]=[CH:7][CH:8]=1.II.C1(OC)C=CC=CC=1.C[O:22][B:23](OC)[O:24]C>C1COCC1.C(OCC)C>[CH3:10][O:9][C:5]1[CH:4]=[C:3]([B:23]([OH:24])[OH:22])[CH:8]=[CH:7][CH:6]=1. Procedure details: Magnesium turnings (10.4 g, 428 mmol) were placed in a three-necked flask equipped with one condenser and one addition funnel and the flask was flame-dried under a stream of nitrogen. Rubber septa were used to enclose the vessel and the reaction was run under a stream of nitrogen. A solution of 3-bromoanisole (40 g, 214 mmol) in THF (400 mL) was placed in the addition funnel. The magnesium turnings were covered with THF and warmed to 65° C. A crystal of iodine and then a few mL of the anisole so... Yields the product C1(CC1)NC(=O)NC1=CC=C(C=C1)C=1N=C(C2=C(N1)CCS2(=O)=O)N2[C@H](COCC2)C (1-cyclopropyl-3-[4-[4-[(3S)-3-methylmorpholin-4-yl]-5,5-dioxo-6,7-dihydrothieno[3,2-d]pyrimidin-2-yl]phenyl]urea). The solvent is COCCOC.O (DME H2O), CCOC(=O)C (EtOAc), O (H2O). Reaction conditions: temperature 80 celsius, time 3 hour. Procedure: To solution of 2-chloro-4-[(3S)-3-methylmorpholin-4-yl]-6,7-dihydrothieno[3,2-d]pyrimidine 5,5-dioxide (50 mg, 0.16 mmol), in 2.0 mL of DME/H2O (4/1, v/v) was added 1-cyclopropyl-3-(4-(4,4,5,5-tetramethyl-1,3,2-dioxaborolan-2-yl)phenyl)urea (59.7 mg, 0.20 mmol) and Na2CO3 (52.3 mg, 0.49 mmol). The mixture was degassed twice, and then catalytic amount of Pd(dppf)Cl2 (10 mg, 0.013 mmol) was added. The mixture was heated to 80° C. and stirred for 3 h under nitrogen. The resulting mixture was then c... Reagents/catalysts: C1=CC=C(C=C1)P([C-]2C=CC=C2)C3=CC=CC=C3.C1=CC=C(C=C1)P([C-]2C=CC=C2)C3=CC=CC=C3.Cl[Pd]Cl.[Fe+2] (Pd(dppf)Cl2). Reaction SMILES: Cl[C:2]1[N:3]=[C:4]([N:13]2[CH2:18][CH2:17][O:16][CH2:15][C@@H:14]2[CH3:19])[C:5]2[S:10](=[O:12])(=[O:11])[CH2:9][CH2:8][C:6]=2[N:7]=1.[CH:20]1([NH:23][C:24]([NH:26][C:27]2[CH:32]=[CH:31][C:30](B3OC(C)(C)C(C)(C)O3)=[CH:29][CH:28]=2)=[O:25])[CH2:22][CH2:21]1.C([O-])([O-])=O.[Na+].[Na+]>COCCOC.O.CCOC(C)=O.O.C1C=CC(P(C2C=CC=CC=2)[C-]2C=CC=C2)=CC=1.C1C=CC(P(C2C=CC=CC=2)[C-]2C=CC=C2)=CC=1.Cl[Pd]Cl.[Fe+2]>[CH:20]1([NH:23][C:24]([NH:26][C:27]2[CH:32]=[CH:31][C:30]([C:2]3[N:3]=[C:4]([N:13]4[CH2:18][CH2:17][O:16][CH2:15][C@@H:14]4[CH3:19])[C:5]4[S:10](=[O:12])(=[O:11])[CH2:9][CH2:8][C:6]=4[N:7]=3)=[CH:29][CH:28]=2)=[O:25])[CH2:22][CH2:21]1 |f:2.3.4,5.6,9.10.11.12|. The reactants are ClC=1N=C(C2=C(N1)CCS2(=O)=O)N2[C@H](COCC2)C (2-chloro-4-[(3S)-3-methylmorpholin-4-yl]-6,7-dihydrothieno[3,2-d]pyrimidine 5,5-dioxide), C1(CC1)NC(=O)NC1=CC=C(C=C1)B1OC(C(O1)(C)C)(C)C (1-cyclopropyl-3-(4-(4,4,5,5-tetramethyl-1,3,2-dioxaborolan-2-yl)phenyl)urea), C(=O)([O-])[O-].[Na+].[Na+] (Na2CO3).